describe an organic reaction: reactants, conditions, products, and yield From a dataset of the Open Reaction Database (ORD), a public repository of structured organic reaction records. Reactants: COc1ccccc1-c1cn2c(n1)C(CCSC(c1ccccc1)(c1ccccc1)c1ccccc1)N(C(=O)OC(C)(C)C)CC2, ClCCl, [Na+], O=C([O-])O. Yields the product COc1ccccc1-c1cn2c(n1)C(CCSC(c1ccccc1)(c1ccccc1)c1ccccc1)NCC2. As a reaction SMILES: [CH3:1][C:2]([CH3:3])([O:4][C:5](=[O:6])[N:7]1[CH:8]([CH2:24][CH2:25][S:26][C:27]([c:28]2[cH:29][cH:30][cH:31][cH:32][cH:33]2)([c:34]2[cH:35][cH:36][cH:37][cH:38][cH:39]2)[c:40]2[cH:41][cH:42][cH:43][cH:44][cH:45]2)[c:9]2[n:10]([cH:13][c:14](-[c:16]3[c:17]([O:22][CH3:23])[cH:18][cH:19][cH:20][cH:21]3)[n:15]2)[CH2:11][CH2:12]1)[CH3:46].[Cl:52][CH2:53][Cl:54].[Na+:51].[O-:47][C:48]([OH:49])=[O:50]>>[NH:7]1[CH:8]([CH2:24][CH2:25][S:26][C:27]([c:28]2[cH:29][cH:30][cH:31][cH:32][cH:33]2)([c:34]2[cH:35][cH:36][cH:37][cH:38][cH:39]2)[c:40]2[cH:41][cH:42][cH:43][cH:44][cH:45]2)[c:9]2[n:10]([cH:13][c:14](-[c:16]3[c:17]([O:22][CH3:23])[cH:18][cH:19][cH:20][cH:21]3)[n:15]2)[CH2:11][CH2:12]1. The reactants are C1=C(C=CC=C1O)C (3-cresol), CC1=CC=CC=C1O (cresylic acid). Yields the product C(C)(C)(C)C1=CC(=CC(=C1)O)C (5-t-butyl-3-cresol). Isolated yield 80.0%. Reaction SMILES: [CH:1]1[C:6]([OH:7])=[CH:5][CH:4]=[CH:3][C:2]=1[CH3:8].[CH3:9][C:10]1[C:15](O)=CC=C[CH:11]=1>>[C:10]([C:4]1[CH:5]=[C:6]([OH:7])[CH:1]=[C:2]([CH3:8])[CH:3]=1)([CH3:15])([CH3:11])[CH3:9]. Reported procedure: Run D of Example 1 is repeated except that 3-cresol is substituted for the cresylic acid mixture. The process results in a selectivity of better than 80 percent of 5-t-butyl-3-cresol.